This data is from the Open Reaction Database (ORD), a public repository of structured organic reaction records. The task is: describe an organic reaction: reactants, conditions, products, and yield The reactants are O (water), S1C=CC=C1 (thiophene), C(CCCCCCCCCCCCCCC)Br (hexadecylbromide), C(CCC)[Li] (n-butyllithium). Reported procedure: 7.2 g of thiophene was dissolved in 100 ml of tetrahydrofuran and cooled to 0° C. To this solution, 56 ml of n-butyllithium solution (1.6 mol/l hexane solution) was added dropwise and stirred for 3.5 hours. To this solution, 25 g of hexadecylbromide was added dropwise and stirred at room temperature for 5.5 hours. 100 ml of water and 100 ml of dichloromethane were added to the resulting solution to separate the organic layer. The organic layer was washed with 300 ml of water and dried over anhyd... Reaction conditions: temperature 0 celsius, time 3.5 hour. The product is C(CCCCCCCCCCCCCCC)C=1SC=CC1 (2-n-hexadecylthiophene). Yield: 17.4%. RXN SMILES: [S:1]1[CH:5]=[CH:4][CH:3]=[CH:2]1.C([Li])CCC.[CH2:11](Br)[CH2:12][CH2:13][CH2:14][CH2:15][CH2:16][CH2:17][CH2:18][CH2:19][CH2:20][CH2:21][CH2:22][CH2:23][CH2:24][CH2:25][CH3:26].O>O1CCCC1.ClCCl>[CH2:26]([C:2]1[S:1][CH:5]=[CH:4][CH:3]=1)[CH2:25][CH2:24][CH2:23][CH2:22][CH2:21][CH2:20][CH2:19][CH2:18][CH2:17][CH2:16][CH2:15][CH2:14][CH2:13][CH2:12][CH3:11]. Run in ClCCl (dichloromethane), O1CCCC1 (tetrahydrofuran).